This data is from the Open Reaction Database (ORD), a public repository of structured organic reaction records. The task is: describe an organic reaction: reactants, conditions, products, and yield Starting materials: [Al+3], BrCCc1ccccc1, CC(C)C(=O)Cl, [Cl-], [Cl-], [Cl-], Clc1ccccc1Cl, Cl. Yields the product CC(C)C(=O)c1ccc(CCBr)cc1. Reaction SMILES: [Al+3:17].[Br:1][CH2:2][CH2:3][c:4]1[cH:5][cH:6][cH:7][cH:8][cH:9]1.[C:10]([CH:11]([CH3:12])[CH3:13])(=[O:14])[Cl:15].[Cl-:16].[Cl-:18].[Cl-:19].[Cl:21][c:22]1[c:23]([Cl:24])[cH:25][cH:26][cH:27][cH:28]1.[ClH:20]>>[Br:1][CH2:2][CH2:3][c:4]1[cH:5][cH:6][c:7]([C:10]([CH:11]([CH3:12])[CH3:13])=[O:14])[cH:8][cH:9]1. The reactants are C(C)OC(=O)C=C(CCC=C(CCC=C(CCC=C(CCC=C(C(=O)O)C)C)C)C)C (19-ethoxycarbonyl-2,6,10,14,18-pentamethyl-2,6,10,14,18-nonadecapentaenoic acid), N1CCCC1 (pyrrolidine). The product is C(C)OC(=O)C=C(CCC=C(CCC=C(CCC=C(CCC=C(C(=O)N1CCCC1)C)C)C)C)C (N-(19-ethoxycarbonyl-2,6,10,14,18-pentamethyl-2,6,10,14,18-nonadecapentaenoyl)-pyrrolidine). Reaction SMILES: [CH2:1]([O:3][C:4]([CH:6]=[C:7]([CH3:31])[CH2:8][CH2:9][CH:10]=[C:11]([CH3:30])[CH2:12][CH2:13][CH:14]=[C:15]([CH3:29])[CH2:16][CH2:17][CH:18]=[C:19]([CH3:28])[CH2:20][CH2:21][CH:22]=[C:23]([CH3:27])[C:24]([OH:26])=O)=[O:5])[CH3:2].[NH:32]1[CH2:36][CH2:35][CH2:34][CH2:33]1>>[CH2:1]([O:3][C:4]([CH:6]=[C:7]([CH3:31])[CH2:8][CH2:9][CH:10]=[C:11]([CH3:30])[CH2:12][CH2:13][CH:14]=[C:15]([CH3:29])[CH2:16][CH2:17][CH:18]=[C:19]([CH3:28])[CH2:20][CH2:21][CH:22]=[C:23]([CH3:27])[C:24]([N:32]1[CH2:36][CH2:35][CH2:34][CH2:33]1)=[O:26])=[O:5])[CH3:2]. Reported procedure: Starting materials: 19-ethoxycarbonyl-2,6,10,14,18-pentamethyl-2,6,10,14,18-nonadecapentaenoic acid and pyrrolidine. As a reaction SMILES: [N+:1]([C:4]1[CH:9]=[C:8]([C:10]2[S:11][CH:12]=[CH:13][CH:14]=2)[CH:7]=[CH:6][C:5]=1[NH2:15])([O-])=O.Cl.C(O[C:20](=N)[CH2:21][C:22]([O:24][CH2:25][CH3:26])=[O:23])C>CCO.[Pd]>[S:11]1[CH:12]=[CH:13][CH:14]=[C:10]1[C:8]1[CH:7]=[CH:6][C:5]2[N:15]=[C:20]([CH2:21][C:22]([O:24][CH2:25][CH3:26])=[O:23])[NH:1][C:4]=2[CH:9]=1 |f:1.2|. Reactants: [N+](=O)([O-])C1=C(C=CC(=C1)C=1SC=CC1)N (2-Nitro-4-(2-thienyl)phenylamine), Cl.C(C)OC(CC(=O)OCC)=N (Ethyl 3-ethoxy-3-iminopropanoate hydrochloride). Yields the product S1C(=CC=C1)C1=CC2=C(N=C(N2)CC(=O)OCC)C=C1 (Ethyl 2-[5-(2-thienyl)benzimidazol-2-yl]acetate). Solvent: CCO (EtOH). Conditions: time 3 hour. The reagents and catalysts are [Pd] (Pd/C). Reported procedure: 2-Nitro-4-(2-thienyl)phenylamine (1.0 eq) and 10% Pd/C (0.1 eq) were suspended in anhydrous EtOH at room temperature. The reaction flask was evacuated and subsequently filled with H2. The resulting mixture was allowed to stir under a hydrogen atmosphere for 3 hours. Ethyl 3-ethoxy-3-iminopropanoate hydrochloride (2.0 eq) was then added and the resulting mixture was heated at reflux for 12 hours. After this time, the solution was filtered through a plug of Celite, concentrated, dissolved in 50 ml... Reactants: ( 4 ), [OH-].[Na+] (sodium hydroxide), C(C)(C)(C)C=1C=C(C(=O)OC)C=C(N1)Cl (methyl 2-tert-butyl-6-chloroisonicotinate), Cl (hydrochloric acid). Solvent: C1CCOC1 (THF). Product: C(C)(C)(C)C=1C=C(C(=O)O)C=C(N1)Cl (2-tert-Butyl-6-chloroisonicotinic acid). As a reaction SMILES: [C:1]([C:5]1[CH:6]=[C:7]([CH:12]=[C:13]([Cl:15])[N:14]=1)[C:8]([O:10]C)=[O:9])([CH3:4])([CH3:3])[CH3:2].[OH-].[Na+].Cl>C1COCC1>[C:1]([C:5]1[CH:6]=[C:7]([CH:12]=[C:13]([Cl:15])[N:14]=1)[C:8]([OH:10])=[O:9])([CH3:4])([CH3:2])[CH3:3] |f:1.2|. Reported procedure: 1.0 g (4.39 mmol) of methyl 2-tert-butyl-6-chloroisonicotinate [lit.: O. Isler et al., Helvetica Chimica Acta 1955, 38 (4), 1033-1046] in 17 ml of THF and 8.8 ml (8.8 mmol) of 1 M aqueous sodium hydroxide solution were heated under reflux for 30 min. After cooling, the mixture was adjusted to pH 1 with concentrated hydrochloric acid and concentrated almost completely on a rotary evaporator. The solid formed was filtered off, washed with a little water and dried. This gave 870 mg (93% of theory) ... The reactants are CCOP(=O)(CC#N)OCC, [H-], [Na+], C1CCOC1, O=C1CC(c2ccon2)C1. Yields the product N#CC=C1CC(c2ccon2)C1. Reaction SMILES: [C:3](#[N:4])[CH2:5][P:6](=[O:7])([O:8][CH2:9][CH3:10])[O:11][CH2:12][CH3:13].[H-:1].[Na+:2].[O:24]1[CH2:25][CH2:26][CH2:27][CH2:28]1.[o:14]1[n:15][c:16]([CH:19]2[CH2:20][C:21](=[O:23])[CH2:22]2)[cH:17][cH:18]1>>[C:3](#[N:4])[CH:5]=[C:21]1[CH2:20][CH:19]([c:16]2[n:15][o:14][cH:18][cH:17]2)[CH2:22]1. The reactants are C(#N)[BH3-].[Na+] (sodiumcyanoborohydride), FC(C(=O)O)(F)F.O(C1=CC=CC=C1)C[C@@H]1CC[C@H](CC1)N (Trans-4-phenoxymethylcyclohexylamine trifluoroacetate), C1(CCCCC1)=O (cyclohexanone). Run in O1CCCC1 (tetrahydrofuran), C1CCOC1 (THF), CO (MeOH), glass. Conditions: time 4 day. The product is C1(CCCCC1)N[C@@H]1CC[C@H](CC1)COC1=CC=CC=C1 (cyclohexyl-(trans-4-phenoxymethyl-cyclohexyl)-amine). Yield: 87.5%. As a reaction SMILES: FC(F)(F)C(O)=O.[O:8]([CH2:15][C@H:16]1[CH2:21][CH2:20][C@H:19]([NH2:22])[CH2:18][CH2:17]1)[C:9]1[CH:14]=[CH:13][CH:12]=[CH:11][CH:10]=1.[C:23]1(=O)[CH2:28][CH2:27][CH2:26][CH2:25][CH2:24]1.C([BH3-])#N.[Na+]>C1COCC1.CO>[CH:23]1([NH:22][C@H:19]2[CH2:20][CH2:21][C@H:16]([CH2:15][O:8][C:9]3[CH:14]=[CH:13][CH:12]=[CH:11][CH:10]=3)[CH2:17][CH2:18]2)[CH2:28][CH2:27][CH2:26][CH2:25][CH2:24]1 |f:0.1,3.4|. Reported procedure: Trans-4-phenoxymethylcyclohexylamine trifluoroacetate (1.2 mmol) is dissolved in a mixture of 4 ml of THF and 4 mL of MeOH in a 20 ml glass vial equipped with a magnetic stirrer and a screw cap. 117 mg of cyclohexanone and 3 g of 3 Å molecular sieves are added. The mixture is stirred for 10 min. after which 2.4 mL of 1N sodiumcyanoborohydride in tetrahydrofuran is added. The reaction stirred 4 days at room temperature then filtered through celite washing through with 30 mL of dichloromethane. Th... Starting materials: C(CCC)[Li] (butyllithium), O (water), CC1=C(CO)C=CC=C1 (2-methylbenzyl alcohol), BrCCCC (1-bromobutane). The solvent is CCCCCC (hexane), CCOCC (ether). Conditions: temperature 24 celsius, time 16 hour. Yields the product C(CCCC)C1=C(CO)C=CC=C1 (2-pentylbenzyl alcohol). RXN SMILES: [CH2:1]([Li])[CH2:2][CH2:3][CH3:4].[CH3:6][C:7]1[CH:14]=[CH:13][CH:12]=[CH:11][C:8]=1[CH2:9][OH:10].BrCCCC.O>CCCCCC.CCOCC>[CH2:6]([C:7]1[CH:14]=[CH:13][CH:12]=[CH:11][C:8]=1[CH2:9][OH:10])[CH2:1][CH2:2][CH2:3][CH3:4]. Procedure details: 245 ml of a 1.6 molar butyllithium solution in hexane is instilled in a solution of 20.0 g of 2-methylbenzyl alcohol in 185 ml of ether under argon, so that the temperature does not exceed 10° C. Then, it is refluxed for 5 hours, allowed to cool off to 24° C., 22.4 g of 1-bromobutane is instilled and it is stirred for 16 hours at 24° C. The reaction mixture is added to 100 ml of water and extracted three times with 100 ml of ether each. The organic phase is washed with brine, dried on sodium sul... The reactants are CN(C1CC2=C(OC3=C2C=C(C=C3)C(=O)Cl)CC1)C (2-dimethylamino-1,2,3,4-tetrahydrodibenzofuran-8-carbonyl chloride), CN (methylamine). The product is CNC(=O)C=1C=CC2=C(C3=C(O2)CCC(C3)N(C)C)C1 (N-(methyl)-2-dimethylamino-1,2,3,4-tetrahydrodibenzofur-an-8-carboxamide). Isolated yield 21.1%. Reaction SMILES: [CH3:1][N:2]([CH3:19])[CH:3]1[CH2:18][CH2:17][C:6]2[O:7][C:8]3[CH:13]=[CH:12][C:11]([C:14](Cl)=[O:15])=[CH:10][C:9]=3[C:5]=2[CH2:4]1.[CH3:20][NH2:21]>>[CH3:20][NH:21][C:14]([C:11]1[CH:12]=[CH:13][C:8]2[O:7][C:6]3[CH2:17][CH2:18][CH:3]([N:2]([CH3:19])[CH3:1])[CH2:4][C:5]=3[C:9]=2[CH:10]=1)=[O:15]. Procedure details: Beginning with 0.011 gm (0.04 mMol) 2-dimethylamino-1,2,3,4-tetrahydrodibenzofuran-8-carbonyl chloride and 0.08 mMol methylamine, 0.0023 gm (20%) of the title compound were recovered.